From a dataset of the Open Reaction Database (ORD), a public repository of structured organic reaction records. describe an organic reaction: reactants, conditions, products, and yield Run at temperature 123.5 celsius. The solvent is CC(=O)C (acetone), O (water). Procedure details: In a 50 mL-volume glass flask equipped with a stirrer, a thermometer and a reflux condenser were placed 3.0 g (7 mmol.) of 4-(4-fluorophenyl)-6-isopropyl-5-methoxycarbonyl-2-trifluoromethanesulfonyloxypyrimidine, 1.13 g (10.5 mmol.) of N-methylmethanesulfonamide. 1.45 g (10.5 mmol.) of potassium carbonate (available from Wako Junyaku Co., Ltd., special grade), and 14 mL of butyl acetate. The mixture was heated to 122-125° C. for 3 hours under refluxing, to carry out reaction. After the reaction ... The product is FC1=CC=C(C=C1)C1=NC(=NC(=C1C(=O)OC)C(C)C)N(S(=O)(=O)C)C (4-(4-fluorophenyl)-6-isopropyl-5-methoxycarbonyl-2-(N-methyl-N-methanesulfonylamino)pyrimidine). RXN SMILES: [F:1][C:2]1[CH:7]=[CH:6][C:5]([C:8]2[C:13]([C:14]([O:16][CH3:17])=[O:15])=[C:12]([CH:18]([CH3:20])[CH3:19])[N:11]=[C:10](OS(C(F)(F)F)(=O)=O)[N:9]=2)=[CH:4][CH:3]=1.[CH3:29][NH:30][S:31]([CH3:34])(=[O:33])=[O:32].C(=O)([O-])[O-].[K+].[K+].C(OCCCC)(=O)C>CC(C)=O.O>[F:1][C:2]1[CH:7]=[CH:6][C:5]([C:8]2[C:13]([C:14]([O:16][CH3:17])=[O:15])=[C:12]([CH:18]([CH3:20])[CH3:19])[N:11]=[C:10]([N:30]([CH3:29])[S:31]([CH3:34])(=[O:33])=[O:32])[N:9]=2)=[CH:4][CH:3]=1 |f:2.3.4|. The yield is 78.7%. The reactants are FC1=CC=C(C=C1)C1=NC(=NC(=C1C(=O)OC)C(C)C)OS(=O)(=O)C(F)(F)F (4-(4-fluorophenyl)-6-isopropyl-5-methoxycarbonyl-2-trifluoromethanesulfonyloxypyrimidine), C(C)(=O)OCCCC (butyl acetate), CNS(=O)(=O)C (N-methylmethanesulfonamide), C([O-])([O-])=O.[K+].[K+] (potassium carbonate). The reactants are BrC=1C=C2C=3C=4C(=CC(=CC4NC3C1)Br)CC2 (2,6-dibromo-8,9-dihydro-4H-benzo[def]carbazole), BrCCCCCCCC (bromooctane), [OH-].[Na+] (sodium hydroxide). Reagents/catalysts: [Br-].C(CCC)[N+](CCCC)(CCCC)CCCC (tetrabutylammonium bromide). Run in CC(=O)C (acetone). Yields the product C(CCCCCCC)N1C=2C=C(C=C3C2C=2C(=CC(=CC12)Br)CC3)Br (N-Octyl-2,6-dibromo-8,9-dihydro-4H-benzo[def]carbazole). Yield: 71.2%. Reaction SMILES: [Br:1][C:2]1[CH:3]=[C:4]2[CH2:17][CH2:16][C:7]3=[CH:8][C:9]([Br:15])=[CH:10][C:11]4[NH:12][C:13]([CH:14]=1)=[C:5]2[C:6]=43.Br[CH2:19][CH2:20][CH2:21][CH2:22][CH2:23][CH2:24][CH2:25][CH3:26].[OH-].[Na+]>[Br-].C([N+](CCCC)(CCCC)CCCC)CCC.CC(C)=O>[CH2:19]([N:12]1[C:13]2[CH:14]=[C:2]([Br:1])[CH:3]=[C:4]3[CH2:17][CH2:16][C:7]4[C:6]([C:5]=23)=[C:11]1[CH:10]=[C:9]([Br:15])[CH:8]=4)[CH2:20][CH2:21][CH2:22][CH2:23][CH2:24][CH2:25][CH3:26] |f:2.3,4.5|. Procedure: A dried flask fitted with a condenser was charged with 2,6-dibromo-8,9-dihydro-4H-benzo[def]carbazole (1.2) (3.50 g, 9.97 mmol), bromooctane (1.9 cm3, 11.0 mmol), tetrabutylammonium bromide (0.161 g, 0.500 mmol), freshly powdered sodium hydroxide (0.798 g, 19.9 mmol) and acetone (100 cm3). The resulting solution was reflux for 4 hours and then poured into distilled water (100 cm3). The resulting solution was extracted with dichloromethane (3×200 cm3). The combined organic fractions were dried ov... The reactants are CCC(=O)CBr, NC(=O)C1CCNCC1. Product: CCC(=O)CN1CCC(C(N)=O)CC1. RXN SMILES: [Br:10][CH2:11][C:12]([CH2:13][CH3:14])=[O:15].[NH:1]1[CH2:2][CH2:3][CH:4]([C:5](=[O:6])[NH2:7])[CH2:8][CH2:9]1>>[N:1]1([CH2:11][C:12]([CH2:13][CH3:14])=[O:15])[CH2:2][CH2:3][CH:4]([C:5](=[O:6])[NH2:7])[CH2:8][CH2:9]1. The reactants are ClCCl, C[Si](C)(C)C(C(N)=O)[Si](C)(C)C, O=C(O)c1cnc2ccccn2c1=O, O=S(Cl)Cl. Yields the product O=C(Cl)c1cnc2ccccn2c1=O. As a reaction SMILES: [CH2:31]([Cl:32])[Cl:33].[CH3:19][Si:20]([CH:21]([Si:22]([CH3:23])([CH3:24])[CH3:25])[C:26]([NH2:27])=[O:28])([CH3:29])[CH3:30].[O:1]=[c:2]1[c:3]([C:12](=[O:13])[OH:14])[cH:4][n:5][c:6]2[n:7]1[cH:8][cH:9][cH:10][cH:11]2.[S:15]([Cl:16])([Cl:17])=[O:18]>>[O:1]=[c:2]1[c:3]([C:12](=[O:14])[Cl:17])[cH:4][n:5][c:6]2[n:7]1[cH:8][cH:9][cH:10][cH:11]2. Reactants: C(C1=CC=CC=C1)OC(=O)C=1OC(=CC1)C(C(=C)C)O (5-(1-hydroxy-2-methylprop-2-enyl)furan-2-carboxylic acid benzyl ester), C(OCC)(OCC)OCC (triethyl orthoformate), C(CC)(=O)O (propionic acid). Reaction conditions: temperature 138 celsius, time 8 hour. The product is C(C1=CC=CC=C1)OC(=O)C=1OC(=CC1)\C=C(\CCC(=O)OCC)/C ((E)-5-(4-ethoxycarbonyl-2-methylbut-1-enyl)furan-2-carboxylic acid benzyl ester). Isolated yield 161.1%. As a reaction SMILES: [CH2:1]([O:8][C:9]([C:11]1[O:12][C:13]([CH:16](O)[C:17]([CH3:19])=[CH2:18])=[CH:14][CH:15]=1)=[O:10])[C:2]1[CH:7]=[CH:6][CH:5]=[CH:4][CH:3]=1.[CH:21](OCC)([O:25][CH2:26][CH3:27])[O:22]CC.[C:31](O)(=O)CC>>[CH2:1]([O:8][C:9]([C:11]1[O:12][C:13](/[CH:16]=[C:17](\[CH3:19])/[CH2:18][CH2:31][C:21]([O:25][CH2:26][CH3:27])=[O:22])=[CH:14][CH:15]=1)=[O:10])[C:2]1[CH:7]=[CH:6][CH:5]=[CH:4][CH:3]=1. Procedure details: To the compound (332 mg, 1.23 mmol) obtained in step 1 were added triethyl orthoformate (5.0 mL, 27 mmol) and propionic acid (0.020 mL, 0.27 mmol), and the mixture was stirred at 138° C. overnight. The reaction mixture was purified by silica gel column chromatography (hexane/ethyl acetate=90/10) to give the title compound (149 mg, 0.435 mmol, 35%).